From a dataset of the Open Reaction Database (ORD), a public repository of structured organic reaction records. describe an organic reaction: reactants, conditions, products, and yield The reactants are O=C1NC(=O)c2ccccc21, ClCCCC1(c2ccccc2)OCCO1, [K], CN(C)C=O, O. The product is O=C1c2ccccc2C(=O)N1CCCC1(c2ccccc2)OCCO1. Reaction SMILES: [C:16]1(=[O:26])[c:17]2[c:18]([cH:22][cH:23][cH:24][cH:25]2)[C:19](=[O:21])[NH:20]1.[Cl:1][CH2:2][CH2:3][CH2:4][C:5]1([c:10]2[cH:11][cH:12][cH:13][cH:14][cH:15]2)[O:6][CH2:7][CH2:8][O:9]1.[K:27].[O:28]=[CH:29][N:30]([CH3:31])[CH3:32].[OH2:33]>>[CH2:2]([CH2:3][CH2:4][C:5]1([c:10]2[cH:11][cH:12][cH:13][cH:14][cH:15]2)[O:6][CH2:7][CH2:8][O:9]1)[N:20]1[C:16](=[O:26])[c:17]2[c:18]([cH:22][cH:23][cH:24][cH:25]2)[C:19]1=[O:21]. Reaction SMILES: [Br:7][CH2:8][CH2:9][CH2:10][CH2:11][O:12][c:13]1[c:14]([O:33][CH3:34])[cH:15][cH:16][c:17]2[c:18]([NH:24][c:25]3[c:26]([Cl:32])[cH:27][n:28][cH:29][c:30]3[Cl:31])[cH:19][c:20](=[O:23])[o:21][c:22]12.[CH2:1]1[CH2:2][O:3][CH2:4][CH2:5][NH:6]1.[ClH:35]>>[CH2:1]1[CH2:2][O:3][CH2:4][CH2:5][N:6]1[CH2:8][CH2:9][CH2:10][CH2:11][O:12][c:13]1[c:14]([O:33][CH3:34])[cH:15][cH:16][c:17]2[c:18]([NH:24][c:25]3[c:26]([Cl:32])[cH:27][n:28][cH:29][c:30]3[Cl:31])[cH:19][c:20](=[O:23])[o:21][c:22]12. Starting materials: COc1ccc2c(Nc3c(Cl)cncc3Cl)cc(=O)oc2c1OCCCCBr, C1COCCN1, Cl. Product: COc1ccc2c(Nc3c(Cl)cncc3Cl)cc(=O)oc2c1OCCCCN1CCOCC1. Starting materials: BrC1=C(C=C2C=CN=CC2=C1)OC (7-Bromo-6-methoxyisoquinoline), tetrakistriphenylphosphine palladium(0), C(CCC)[Sn](C1=NC=CC=C1)(CCCC)CCCC (tri-n-butyl-(2-pyridyl)-tin). Reagents/catalysts: [Cu]=O (copper(II) oxide). The solvent is CN(C=O)C (N,N-dimethylformamide). Reaction conditions: temperature 100 celsius, time 8 hour. Product: COC=1C=C2C=CN=CC2=CC1C1=NC=CC=C1 (6-methoxy-7-pyridin-2-yl-isoquinoline). The yield is 61.5%. Reaction SMILES: Br[C:2]1[CH:11]=[C:10]2[C:5]([CH:6]=[CH:7][N:8]=[CH:9]2)=[CH:4][C:3]=1[O:12][CH3:13].C([Sn](CCCC)(CCCC)[C:19]1[CH:24]=[CH:23][CH:22]=[CH:21][N:20]=1)CCC>CN(C)C=O.[Cu]=O>[CH3:13][O:12][C:3]1[CH:4]=[C:5]2[C:10](=[CH:11][C:2]=1[C:19]1[CH:24]=[CH:23][CH:22]=[CH:21][N:20]=1)[CH:9]=[N:8][CH:7]=[CH:6]2. Procedure: 7-Bromo-6-methoxyisoquinoline (200 mg), tetrakistriphenylphosphine palladium(0) (97 mg), and copper(II) oxide (134 mg) were suspended in N,N-dimethylformamide (5 ml), tri-n-butyl-(2-pyridyl)-tin (618 mg) was added to the suspension, and the mixture was stirred at 100° C. overnight. The reaction solution was cooled to room temperature, the reaction solution was then fitlered, and the solvent was removed from the filtrate by distillation under the reduced pressure. Water was then added to the resi... Reactants: CCO, COc1ccsc1, Cl, O=C1NC(=O)C(=O)C(=O)N1, O, O. The product is COc1ccsc1C1(O)C(=O)NC(=O)NC1=O. RXN SMILES: [CH3:19][CH2:20][OH:21].[CH3:1][O:2][c:3]1[cH:4][s:5][cH:6][cH:7]1.[ClH:22].[NH:9]1[C:10](=[O:11])[NH:12][C:13](=[O:14])[C:15](=[O:16])[C:17]1=[O:18].[OH2:23].[OH2:8]>>[CH3:1][O:2][c:3]1[c:4]([C:15]2([OH:16])[C:13](=[O:14])[NH:12][C:10](=[O:11])[NH:9][C:17]2=[O:18])[s:5][cH:6][cH:7]1. Reactants: CC(C)(NC(=O)C(F)(F)F)c1ncc2sccn12, CO, CCOC(C)=O, [Na+], [OH-]. The product is CC(C)(N)c1ncc2sccn12. Reaction SMILES: [CH3:1][C:2]([CH3:3])([NH:4][C:5](=[O:6])[C:7]([F:8])([F:9])[F:10])[c:11]1[n:12][cH:13][c:14]2[s:15][cH:16][cH:17][n:18]12.[CH3:21][OH:22].[CH3:23][CH2:24][O:25][C:26](=[O:27])[CH3:28].[Na+:20].[OH-:19]>>[CH3:1][C:2]([CH3:3])([NH2:4])[c:11]1[n:12][cH:13][c:14]2[s:15][cH:16][cH:17][n:18]12. Reactants: COC1=C(C=C(C=C1)S(=O)(=O)N)CO (4-methoxy-3-hydroxymethylphenylsulfonamide), COC(N(C)C)OC (dimethylformamide dimethyl acetal). Solvent: CN(C=O)C (dimethylformamide). Reaction conditions: temperature 80 celsius, time 1 hour. Yields the product COC1=C(C=C(C=C1)S(=O)(=O)N=CN(C)C)CO (4-Methoxy-3-hydroxymethyl-N-dimethylaminomethylenephenylsulfonamide). Reaction SMILES: [CH3:1][O:2][C:3]1[CH:8]=[CH:7][C:6]([S:9]([NH2:12])(=[O:11])=[O:10])=[CH:5][C:4]=1[CH2:13][OH:14].CO[CH:17](OC)[N:18]([CH3:20])[CH3:19]>CN(C)C=O>[CH3:1][O:2][C:3]1[CH:8]=[CH:7][C:6]([S:9]([N:12]=[CH:17][N:18]([CH3:20])[CH3:19])(=[O:11])=[O:10])=[CH:5][C:4]=1[CH2:13][OH:14]. Procedure details: The mixture consisting of 1 g of 4-methoxy-3-hydroxymethylphenylsulfonamide, 0.66 g of dimethylformamide dimethyl acetal and 5 ml of dimethylformamide is stirred at 80° C. for one hour and then concentrated in vacuo. The residue is an oil which gradually solidifies and which is used without further purification for the following chlorination. Starting materials: CCc1cc(-c2noc(C)n2)c(C)nc1OC, CC#N, C[Si](C)(C)Cl, [I-], [Na+], O. Product: CCc1cc(-c2noc(C)n2)c(C)[nH]c1=O. RXN SMILES: [CH2:1]([CH3:2])[c:3]1[c:4]([O:16][CH3:17])[n:5][c:6]([CH3:15])[c:7](-[c:9]2[n:10][o:11][c:12]([CH3:14])[n:13]2)[cH:8]1.[CH3:20][C:21]#[N:22].[Cl:23][Si:24]([CH3:25])([CH3:26])[CH3:27].[I-:19].[Na+:18].[OH2:28]>>[CH2:1]([CH3:2])[c:3]1[c:4](=[O:16])[nH:5][c:6]([CH3:15])[c:7](-[c:9]2[n:10][o:11][c:12]([CH3:14])[n:13]2)[cH:8]1.